This data is from the Open Reaction Database (ORD), a public repository of structured organic reaction records. The task is: describe an organic reaction: reactants, conditions, products, and yield The reactants are CC1COCCN1c1nc(-c2ccc(N)cc2)nc2c1CCN(c1ncccn1)C2, NCC1CC1, Cc1cc(N)on1, Nc1ccc(-c2nc3c(c(N4CCOCC4)n2)CNC(c2ncccn2)C3)cc1. The product is Cc1cc(NC(=O)Nc2ccc(-c3nc4c(c(N5CCOCC5C)n3)CCN(c3ncccn3)C4)cc2)on1. Reaction SMILES: [CH3:1][CH:2]1[CH2:3][O:4][CH2:5][CH2:6][N:7]1[c:8]1[c:9]2[c:10]([n:11][c:12](-[c:14]3[cH:15][cH:16][c:17]([NH2:18])[cH:19][cH:20]3)[n:13]1)[CH2:21][N:22]([c:25]1[n:26][cH:27][cH:28][cH:29][n:30]1)[CH2:23][CH2:24]2.[CH:67]1([CH2:68][NH2:69])[CH2:70][CH2:71]1.[NH2:60][c:61]1[cH:62][c:63]([CH3:66])[n:64][o:65]1.[O:31]1[CH2:32][CH2:59][N:35]([c:36]2[c:37]3[c:48]([n:49][c:50](-[c:51]4[cH:52][cH:53][c:54]([NH2:55])[cH:56][cH:57]4)[n:58]2)[CH2:47][CH:40]([c:41]2[n:42][cH:43][cH:44][cH:45][n:46]2)[NH:39][CH2:38]3)[CH2:34][CH2:33]1>>[CH3:1][CH:2]1[CH2:3][O:4][CH2:5][CH2:6][N:7]1[c:8]1[c:9]2[c:10]([n:11][c:12](-[c:14]3[cH:15][cH:16][c:17]([NH:18][C:32](=[O:31])[NH:60][c:61]4[cH:62][c:63]([CH3:66])[n:64][o:65]4)[cH:19][cH:20]3)[n:13]1)[CH2:21][N:22]([c:25]1[n:26][cH:27][cH:28][cH:29][n:30]1)[CH2:23][CH2:24]2. Reactants: C(C)(C)(C)C=1N=C(C2=C(N1)N(N=N2)CC2=C(C=CC=C2)Cl)N2CCOCC2 (5-tert-Butyl-3-(2-chloro-benzyl)-7-morpholin-4-yl-3H-[1,2,3]triazolo[4,5-d]pyrimidine), C(C)(C)(C)C=1N=C(C2=C(N1)N(N=N2)CC2=C(C=CC=C2)Cl)Cl (5-tert-butyl-7-chloro-3-(2-chlorobenzyl)-3H-[1,2,3]triazolo[4,5-d]pyrimidine), CC1NCCOC1 (3-methylmorpholine). Product: C(C)(C)(C)C=1N=C(C2=C(N1)N(N=N2)CC2=C(C=CC=C2)Cl)N2C(COCC2)C (5-tert-Butyl-3-(2-chloro-benzyl)-7-(3-methyl-morpholin-4-yl)-3H-[1,2,3]triazolo[4,5-d]pyrimidine), gum. Isolated yield 67.0%. RXN SMILES: [C:1]([C:5]1[N:6]=[C:7]([N:22]2[CH2:27][CH2:26][O:25][CH2:24][CH2:23]2)[C:8]2[N:13]=[N:12][N:11]([CH2:14][C:15]3[CH:20]=[CH:19][CH:18]=[CH:17][C:16]=3[Cl:21])[C:9]=2[N:10]=1)([CH3:4])([CH3:3])[CH3:2].[C:28](C1N=C(Cl)C2N=NN(CC3C=CC=CC=3Cl)C=2N=1)(C)(C)C.CC1COCCN1>>[C:1]([C:5]1[N:6]=[C:7]([N:22]2[CH2:27][CH2:26][O:25][CH2:24][CH:23]2[CH3:28])[C:8]2[N:13]=[N:12][N:11]([CH2:14][C:15]3[CH:20]=[CH:19][CH:18]=[CH:17][C:16]=3[Cl:21])[C:9]=2[N:10]=1)([CH3:4])([CH3:2])[CH3:3]. Procedure details: In analogy to the procedure described for the synthesis of 5-tert-butyl-3-(2-chloro-benzyl)-7-morpholin-4-yl-3H-[1,2,3]triazolo[4,5-d]pyrimidine (example 1, step c), the title compound was prepared from 5-tert-butyl-7-chloro-3-(2-chlorobenzyl)-3H-[1,2,3]triazolo[4,5-d]pyrimidine and 3-methylmorpholine and isolated as light-yellow gum (12.7 mg, 67%). MS (m/e): 401.5 (MH+). Starting materials: NC1=CC(=C(C#N)C=C1)C(F)(F)F (4-amino-2-(trifluoromethyl)benzonitrile), [BH3-]C#N.[Na+] (NaBH3CN), C(=O)(C(F)(F)F)O (TFA), C(=O)(O)[O-].[Na+] (NaHCO3), O.FC(C=O)(F)F (Trifluoroacetaldehyde hydrate), [H][H] (hydrogen), C(=O)(O)[O-].[Na+] (NaHCO3). The solvent is C(Cl)Cl (CH2Cl2). Conditions: time 41 hour. Product: FC(CNC1=CC(=C(C#N)C=C1)C(F)(F)F)(F)F (4-(2,2,2-Trifluoro-ethylamino)-2-trifluoromethyl-benzonitrile). The yield is 75.1%. As a reaction SMILES: [NH2:1][C:2]1[CH:9]=[CH:8][C:5]([C:6]#[N:7])=[C:4]([C:10]([F:13])([F:12])[F:11])[CH:3]=1.[BH3-]C#N.[Na+].[C:18](O)([C:20]([F:23])([F:22])[F:21])=O.[H][H].O.FC(F)(F)C=O.C([O-])(O)=O.[Na+]>C(Cl)Cl>[F:21][C:20]([F:23])([F:22])[CH2:18][NH:1][C:2]1[CH:9]=[CH:8][C:5]([C:6]#[N:7])=[C:4]([C:10]([F:11])([F:12])[F:13])[CH:3]=1 |f:1.2,5.6,7.8|. Procedure details: To a slurry of 4-amino-2-(trifluoromethyl)benzonitrile (30.09 g, 162 mmol) and NaBH3CN (21.35 g, 340 mmol) in CH2Cl2 (160 mL) at ice bath temperature neat TFA (160 mL, 2.08 mol) was added dropwise at a rate such that the internal temperature remained below 5° C. (CAUTION: exothermic reaction with hydrogen gas evolution). Trifluoroacetaldehyde hydrate (52.2 g, 405 mmol) was then added over 5 min (CAUTION: slightly exothermic reaction, with gas evolution). After 41 h, the mixture was slowly poured... Starting materials: [Cl-].[NH4+] (ammonium chloride), C(C)(C)NC(C)C (diisopropylamine), BrCCCBr (1,3-dibromopropane), C(C(C)C)(=O)OCC (ethyl isobutyrate). The solvent is O1CCCC1 (tetrahydrofuran). Run at temperature -78 celsius, time 2 hour. The product is BrCCCC(C(=O)OCC)(C)C (ethyl 5-bromo-2,2-dimethylvalerate). Reaction SMILES: C(NC(C)C)(C)C.[C:8]([O:13][CH2:14][CH3:15])(=[O:12])[CH:9]([CH3:11])[CH3:10].[Br:16][CH2:17][CH2:18][CH2:19]Br.[Cl-].[NH4+]>O1CCCC1>[Br:16][CH2:17][CH2:18][CH2:19][C:9]([CH3:11])([CH3:10])[C:8]([O:13][CH2:14][CH3:15])=[O:12] |f:3.4|. Reported procedure: To a solution of 28.7 ml of diisopropylamine in 150 ml of tetrahydrofuran was added 126 ml of 1.6M n-butyllithium-hexane with stirring at -5° to 0° C. and the mixture was further stirred for 30 minutes. This reaction mixture was cooled to -78° C. and 26.7 ml of ethyl isobutyrate was added dropwise. The mixture was stirred for 1 hour, after which 41.8 g of 1,3-dibromopropane was added dropwise. The reaction mixture was stirred at -78° C. for 1 hour and then at room temperature for 2 hours. The mi... The product is CC1=NC2=CC(=CC=C2C=C1)C(CO)CO (2-(2-methylquinolin-7-yl)propane-1,3-diol). Conditions: temperature 0 celsius, time 2 hour. Procedure details: To a solution of 1.0 N LAH (15.3 mL, 15.3 mmol) in THF was added diethyl 2-(2-methylquinolin-7-yl)malonate (1.15 g, 3.82 mmol) in Ether (30 mL) slowly at 0° C. The reaction mixture was stirred at 0° C. for 2 hours. Sodium sulfate decahydrate (2.0 g) was added and stirred at ambient temperature for 30 minutes. The solid was removed by filtration and washed with ethyl acetate (50 mL). The filtrate was concentrated and the residue obtained was purified by C-18 reverse phase flash chromatography (Bi... Yield: 40.8%. The solvent is C1CCOC1 (THF), CCOCC (Ether). RXN SMILES: [H-].[H-].[H-].[H-].[Li+].[Al+3].[CH3:7][C:8]1[CH:17]=[CH:16][C:15]2[C:10](=[CH:11][C:12]([CH:18]([C:24](OCC)=[O:25])[C:19](OCC)=[O:20])=[CH:13][CH:14]=2)[N:9]=1.O.O.O.O.O.O.O.O.O.O.S([O-])([O-])(=O)=O.[Na+].[Na+]>C1COCC1.CCOCC>[CH3:7][C:8]1[CH:17]=[CH:16][C:15]2[C:10](=[CH:11][C:12]([CH:18]([CH2:24][OH:25])[CH2:19][OH:20])=[CH:13][CH:14]=2)[N:9]=1 |f:0.1.2.3.4.5,7.8.9.10.11.12.13.14.15.16.17.18.19|. Starting materials: O.O.O.O.O.O.O.O.O.O.S(=O)(=O)([O-])[O-].[Na+].[Na+] (Sodium sulfate decahydrate), [H-].[H-].[H-].[H-].[Li+].[Al+3] (LAH), CC1=NC2=CC(=CC=C2C=C1)C(C(=O)OCC)C(=O)OCC (diethyl 2-(2-methylquinolin-7-yl)malonate). Reactants: NC1CCN(CC1)CCN1C(C=NC2=CC=C(C=C12)F)=O (1-(2-(4-aminopiperidin-1-yl)ethyl)-7-fluoroquinoxalin-2(1H)-one), FC=1C=C(C=O)C=CC1C (3-fluoro-4-methylbenzaldehyde), C(O)([O-])=O.[Na+] (sodium hydrogen carbonate), C(C)(=O)O[BH-](OC(C)=O)OC(C)=O.[Na+] (sodium triacetoxyborohydride). Solvent: C(C)(=O)O (acetic acid), C(Cl)(Cl)Cl (chloroform). Run at time 1 hour. The product is FC=1C=C(CNC2CCN(CC2)CCN2C(C=NC3=CC=C(C=C23)F)=O)C=CC1C (1-(2-(4-((3-fluoro-4-methylbenzyl)amino)piperidin-1-yl)ethyl)-7-fluoroquinoxalin-2(1H)-one). The yield is 89.8%. As a reaction SMILES: [NH2:1][CH:2]1[CH2:7][CH2:6][N:5]([CH2:8][CH2:9][N:10]2[C:19]3[C:14](=[CH:15][CH:16]=[C:17]([F:20])[CH:18]=3)[N:13]=[CH:12][C:11]2=[O:21])[CH2:4][CH2:3]1.[F:22][C:23]1[CH:24]=[C:25]([CH:28]=[CH:29][C:30]=1[CH3:31])[CH:26]=O.C(O[BH-](OC(=O)C)OC(=O)C)(=O)C.[Na+].C(=O)([O-])O.[Na+]>C(O)(=O)C.C(Cl)(Cl)Cl>[F:22][C:23]1[CH:24]=[C:25]([CH:28]=[CH:29][C:30]=1[CH3:31])[CH2:26][NH:1][CH:2]1[CH2:3][CH2:4][N:5]([CH2:8][CH2:9][N:10]2[C:19]3[C:14](=[CH:15][CH:16]=[C:17]([F:20])[CH:18]=3)[N:13]=[CH:12][C:11]2=[O:21])[CH2:6][CH2:7]1 |f:2.3,4.5|. Reported procedure: To 10 mL of a chloroform solution containing 383 mg of 1-(2-(4-aminopiperidin-1-yl)ethyl)-7-fluoroquinoxalin-2(1H)-one and 160 mg of 3-fluoro-4-methylbenzaldehyde, 76 μL of acetic acid was added, and stirred at room temperature for 1 hour. To the reaction mixture, 437 mg of sodium triacetoxyborohydride was added, and stirred overnight. Aqueous saturated sodium hydrogen carbonate solution was added, the organic layer was separated. The organic layer was washed with aqueous saturated sodium chlori... Reactants: ClC1=C2N=CN(C2=NC=N1)[C@@H]1O[C@@H]([C@@H]2[C@H]1OC(O2)(C)C)C(=O)O ((3aS,4S,6R,6aR)-6-(6-Chloro-purin-9-yl)-2,2-dimethyl-tetrahydro-furo[3,4-d][1,3]dioxole-4-carboxylic acid), Cl.CNOC (N,O-dimethylhydroxylamine hydrochloride), N1=CC=CC=C1 (pyridine), C(=O)(N1C=NC=C1)N1C=NC=C1 (1,1′-carbonyldiimidazole). The solvent is ClCCl (dichloromethane). Reaction conditions: temperature 22 celsius, time 1 hour. Yields the product CON(C(=O)[C@H]1O[C@H]([C@@H]2OC(O[C@@H]21)(C)C)N2C1=NC=NC(=C1N=C2)Cl)C ((3aS ,4S ,6R,6aR)-6-(6-Chloropurin-9-yl)-2,2-dimethyl-tetrahydro-furo[3,4-d][1,3]dioxole-4-carboxylic acid methoxy-methyl-amide). Isolated yield 65.3%. Reaction SMILES: [Cl:1][C:2]1[N:10]=[CH:9][N:8]=[C:7]2[C:3]=1[N:4]=[CH:5][N:6]2[C@H:11]1[C@@H:15]2[O:16][C:17]([CH3:20])([CH3:19])[O:18][C@@H:14]2[C@@H:13]([C:21]([OH:23])=O)[O:12]1.C(N1C=CN=C1)(N1C=CN=C1)=O.Cl.[CH3:37][NH:38][O:39][CH3:40].N1C=CC=CC=1>ClCCl>[CH3:40][O:39][N:38]([CH3:37])[C:21]([C@@H:13]1[C@@H:14]2[C@@H:15]([O:16][C:17]([CH3:20])([CH3:19])[O:18]2)[C@H:11]([N:6]2[CH:5]=[N:4][C:3]3[C:7]2=[N:8][CH:9]=[N:10][C:2]=3[Cl:1])[O:12]1)=[O:23] |f:2.3|. Reported procedure: (3aS,4S,6R,6aR)-6-(6-Chloro-purin-9-yl)-2,2-dimethyl-tetrahydro-furo[3,4-d][1,3]dioxole-4-carboxylic acid (35.88 g) was dissolved in dichloromethane (300 ml) and treated with 1,1′-carbonyldiimidazole (20.5 g) with ice-cooling. The solution was stirred at 22° C. for 1 h, N,O-dimethylhydroxylamine hydrochloride (12.3 g) and pyridine (15 ml) were added, and stirring was continued at 22° C. for 24 h. The solution was washed with 0.5M citric acid (250 ml) and 8% sodium bicarbonate (200 ml), dried (Na... The reactants are CCC(N)(O)C(=O)OC(C)(C)C, CC(C)Cc1ccc(C(C)C(=O)O)cc1, CCOC(C)=O, CN(C)c1ccncc1, ClCCl. Product: CCC(N)(O)C(=O)OC(C)(C)C, CC(C)Cc1ccc(C(C)C(=O)O)cc1. RXN SMILES: [C:1]([CH3:2])([CH3:3])([CH3:4])[O:5][C:6](=[O:7])[C:8]([CH2:9][CH3:10])([OH:11])[NH2:12].[CH3:13][CH:14]([CH3:15])[CH2:16][c:17]1[cH:18][cH:19][c:20]([CH:23]([CH3:24])[C:25]([OH:26])=[O:27])[cH:21][cH:22]1.[CH3:28][CH2:29][O:30][C:31](=[O:32])[CH3:33].[CH3:37][N:38]([c:39]1[cH:40][cH:41][n:42][cH:43][cH:44]1)[CH3:45].[Cl:34][CH2:35][Cl:36]>>[C:1]([CH3:2])([CH3:3])([CH3:4])[O:5][C:6](=[O:7])[C:8]([CH2:9][CH3:10])([OH:11])[NH2:12].[CH3:13][CH:14]([CH3:15])[CH2:16][c:17]1[cH:18][cH:19][c:20]([CH:23]([CH3:24])[C:25](=[O:26])[OH:27])[cH:21][cH:22]1.